Dataset: the Open Reaction Database (ORD), a public repository of structured organic reaction records. Task: describe an organic reaction: reactants, conditions, products, and yield The reactants are CN(CCCBr)C(c1ccccc1)(c1ccccc1)c1ccccc1, O=C([O-])[O-], CN(C)C=O, c1ccc(N2CCNCC2)c(C2CC2)c1, [K+], [K+]. The product is CN(CCCN1CCN(c2ccccc2C2CC2)CC1)C(c1ccccc1)(c1ccccc1)c1ccccc1. Reaction SMILES: [Br:16][CH2:17][CH2:18][CH2:19][N:20]([C:21]([c:22]1[cH:23][cH:24][cH:25][cH:26][cH:27]1)([c:28]1[cH:29][cH:30][cH:31][cH:32][cH:33]1)[c:34]1[cH:35][cH:36][cH:37][cH:38][cH:39]1)[CH3:40].[C:41](=[O:42])([O-:43])[O-:44].[CH3:47][N:48]([CH3:49])[CH:50]=[O:51].[CH:1]1([c:4]2[c:5]([N:10]3[CH2:11][CH2:12][NH:13][CH2:14][CH2:15]3)[cH:6][cH:7][cH:8][cH:9]2)[CH2:2][CH2:3]1.[K+:45].[K+:46]>>[CH:1]1([c:4]2[c:5]([N:10]3[CH2:11][CH2:12][N:13]([CH2:17][CH2:18][CH2:19][N:20]([C:21]([c:22]4[cH:23][cH:24][cH:25][cH:26][cH:27]4)([c:28]4[cH:29][cH:30][cH:31][cH:32][cH:33]4)[c:34]4[cH:35][cH:36][cH:37][cH:38][cH:39]4)[CH3:40])[CH2:14][CH2:15]3)[cH:6][cH:7][cH:8][cH:9]2)[CH2:2][CH2:3]1. Reactants: CC=1NC2=CC=C(C=C2C1)C (2,5-dimethyl indole), ClC1=CC=NC2=CC=C(C=C12)F (4-chloro-6-fluoroquinoline). Product: FC=1C=C2C(=CC=NC2=CC1)C1=C(NC2=CC=C(C=C12)C)C (6-Fluoro-4-(2,5-dimethyl-1H-indol-3-yl)quinoline). Reaction SMILES: [CH3:1][C:2]1[NH:3][C:4]2[C:9]([CH:10]=1)=[CH:8][C:7]([CH3:11])=[CH:6][CH:5]=2.Cl[C:13]1[C:22]2[C:17](=[CH:18][CH:19]=[C:20]([F:23])[CH:21]=2)[N:16]=[CH:15][CH:14]=1>>[F:23][C:20]1[CH:21]=[C:22]2[C:17](=[CH:18][CH:19]=1)[N:16]=[CH:15][CH:14]=[C:13]2[C:10]1[C:9]2[C:4](=[CH:5][CH:6]=[C:7]([CH3:11])[CH:8]=2)[NH:3][C:2]=1[CH3:1]. Reported procedure: The sub-title compound was prepared by the method of Example 10 part a, using 2,5-dimethyl indole and 4-chloro-6-fluoroquinoline. Starting materials: Cc1ccc(C(=O)O)cc1N=[N+]=[N-], COc1c(NC(=O)c2ccc(C)c(N=[N+]=[N-])c2)cc(C(C)(C)C)cc1NS(C)(=O)=O, COc1c(N)cc(C(C)(C)C)cc1C#N. The product is COc1c(C#N)cc(C(C)(C)C)cc1NC(=O)c1ccc(C)c(N=[N+]=[N-])c1. RXN SMILES: [N:1](=[N+:2]=[N-:3])[c:4]1[cH:5][c:6]([C:7](=[O:8])[OH:9])[cH:10][cH:11][c:12]1[CH3:13].[N:29]([c:30]1[cH:31][c:32]([C:37]([NH:38][c:39]2[cH:40][c:41]([C:42]([CH3:43])([CH3:44])[CH3:45])[cH:46][c:47]([NH:48][S:49]([CH3:50])(=[O:51])=[O:52])[c:53]2[O:54][CH3:55])=[O:56])[cH:33][cH:34][c:35]1[CH3:36])=[N+:57]=[N-:58].[NH2:14][c:15]1[c:16]([O:27][CH3:28])[c:17]([C:18]#[N:19])[cH:20][c:21]([C:23]([CH3:24])([CH3:25])[CH3:26])[cH:22]1>>[N:1](=[N+:2]=[N-:3])[c:4]1[cH:5][c:6]([C:7](=[O:9])[NH:14][c:15]2[c:16]([O:27][CH3:28])[c:17]([C:18]#[N:19])[cH:20][c:21]([C:23]([CH3:24])([CH3:25])[CH3:26])[cH:22]2)[cH:10][cH:11][c:12]1[CH3:13]. Reactants: CN(C(=O)c1ccc(Cl)cc1)C1CCNCC1c1ccc(Cl)c(Cl)c1, Cl, O=C(O)C1CCC(F)(F)CC1. Yields the product CN(C(=O)c1ccc(Cl)cc1)C1CCN(C(=O)C2CCC(F)(F)CC2)CC1c1ccc(Cl)c(Cl)c1. As a reaction SMILES: [Cl:2][c:3]1[cH:4][cH:5][c:6]([C:7](=[O:8])[N:9]([CH3:10])[CH:11]2[CH:12]([c:17]3[cH:18][c:19]([Cl:24])[c:20]([Cl:23])[cH:21][cH:22]3)[CH2:13][NH:14][CH2:15][CH2:16]2)[cH:25][cH:26]1.[ClH:1].[F:27][C:28]1([F:37])[CH2:29][CH2:30][CH:31]([C:34](=[O:35])[OH:36])[CH2:32][CH2:33]1>>[Cl:2][c:3]1[cH:4][cH:5][c:6]([C:7](=[O:8])[N:9]([CH3:10])[CH:11]2[CH:12]([c:17]3[cH:18][c:19]([Cl:24])[c:20]([Cl:23])[cH:21][cH:22]3)[CH2:13][N:14]([C:34]([CH:31]3[CH2:30][CH2:29][C:28]([F:27])([F:37])[CH2:33][CH2:32]3)=[O:35])[CH2:15][CH2:16]2)[cH:25][cH:26]1. Starting materials: O=C1CSC2=C(N1)C=C(C=C2)C(=O)O (3-oxo-3,4-dihydro-2H-benzo[1,4]thiazine-6-carboxylic acid), COC=1C=C2C=3CC(COC3C=NC2=CC1)C=1N=C(SC1)N (4-(6-methoxy-3,4-dihydro-2H-1-oxa-9-aza-phenanthren-3-yl)-thiazol-2-ylamine). The product is COC=1C=C2C=3CC(COC3C=NC2=CC1)C=1N=C(SC1)NC(=O)C=1C=CC2=C(NC(CS2)=O)C1 (3-oxo-3,4-dihydro-2H-benzo[1,4]thiazine-6-carboxylic acid [4-(6-methoxy-3,4-dihydro-2H-1-oxa-9-aza-phenanthren-3-yl)-thiazol-2-yl]-amide). As a reaction SMILES: [O:1]=[C:2]1[NH:7][C:6]2[CH:8]=[C:9]([C:12]([OH:14])=O)[CH:10]=[CH:11][C:5]=2[S:4][CH2:3]1.[CH3:15][O:16][C:17]1[CH:18]=[C:19]2[C:28](=[CH:29][CH:30]=1)[N:27]=[CH:26][C:25]1[O:24][CH2:23][CH:22]([C:31]3[N:32]=[C:33]([NH2:36])[S:34][CH:35]=3)[CH2:21][C:20]2=1>>[CH3:15][O:16][C:17]1[CH:18]=[C:19]2[C:28](=[CH:29][CH:30]=1)[N:27]=[CH:26][C:25]1[O:24][CH2:23][CH:22]([C:31]3[N:32]=[C:33]([NH:36][C:12]([C:9]4[CH:10]=[CH:11][C:5]5[S:4][CH2:3][C:2](=[O:1])[NH:7][C:6]=5[CH:8]=4)=[O:14])[S:34][CH:35]=3)[CH2:21][C:20]2=1. Reported procedure: The titled compound is prepared as a white lyophilizated powder following Scheme 1 and in analogy to Example 1 using 3-oxo-3,4-dihydro-2H-benzo[1,4]thiazine-6-carboxylic acid and 4-(6-methoxy-3,4-dihydro-2H-1-oxa-9-aza-phenanthren-3-yl)-thiazol-2-ylamine as starting materials. The reactants are FC1=C(C=C(C=C1)S(=O)(=O)C)F (1,2-Difluoro-4-(methylsulfonyl)benzene), C(=O)([O-])[O-].[Na+].[Na+] (Na2CO3), N[C@@H]1C(N(CC1)C1C(CN(CC1)C(=O)OC(C)(C)C)(C)C)=O (tert-Butyl 4-((S)-3-amino-2-oxopyrrolidin-1-yl)-3,3-dimethylpiperidine-1-carboxylate). The solvent is CS(=O)C (DMSO). Conditions: temperature 120 celsius, time 8 hour. Product: FC1=C(C=CC(=C1)S(=O)(=O)C)N[C@@H]1C(N(CC1)C1C(CN(CC1)C(=O)OC(C)(C)C)(C)C)=O (tert-butyl 4-((S)-3-(2-fluoro-4-(methylsulfonyl)phenylamino)-2-oxopyrrolidin-1-yl)-3,3-dimethylpiperidine-1-carboxylate). Yield: 16.2%. RXN SMILES: [NH2:1][C@H:2]1[CH2:6][CH2:5][N:4]([CH:7]2[CH2:12][CH2:11][N:10]([C:13]([O:15][C:16]([CH3:19])([CH3:18])[CH3:17])=[O:14])[CH2:9][C:8]2([CH3:21])[CH3:20])[C:3]1=[O:22].F[C:24]1[CH:29]=[CH:28][C:27]([S:30]([CH3:33])(=[O:32])=[O:31])=[CH:26][C:25]=1[F:34].C([O-])([O-])=O.[Na+].[Na+]>CS(C)=O>[F:34][C:25]1[CH:26]=[C:27]([S:30]([CH3:33])(=[O:32])=[O:31])[CH:28]=[CH:29][C:24]=1[NH:1][C@H:2]1[CH2:6][CH2:5][N:4]([CH:7]2[CH2:12][CH2:11][N:10]([C:13]([O:15][C:16]([CH3:17])([CH3:19])[CH3:18])=[O:14])[CH2:9][C:8]2([CH3:21])[CH3:20])[C:3]1=[O:22] |f:2.3.4|. Reported procedure: tert-Butyl 4-((S)-3-amino-2-oxopyrrolidin-1-yl)-3,3-dimethylpiperidine-1-carboxylate (0.40 g, 1.3 mmol) was dissolved in DMSO (5 mL). 1,2-Difluoro-4-(methylsulfonyl)benzene (0.32 g, 1.7 mmol) and powdered Na2CO3 (0.18 g, 1.7 mmol) were added. The reaction mixture was bubbled under nitrogen for 15 minutes. The mixture stirred overnight at 120° C. The reaction mixture was cooled to ambient temperature and partitioned between brine and ethyl acetate. The organic layer was washed with brine, dried o...